From a dataset of the Open Reaction Database (ORD), a public repository of structured organic reaction records. describe an organic reaction: reactants, conditions, products, and yield Reactants: COC1=CC=C(CN2C(C=CC3=NC=C(C=C23)N2CC(C2)=O)=O)C=C1 (1-(4-methoxybenzyl)-7-(3-oxoazetidin-1-yl)-1,5-naphthyridin-2(1H)-one), C(C)(C)N1CCNCC1 (1-isopropylpiperazine), [BH-](OC(=O)C)(OC(=O)C)OC(=O)C.[Na+] (NaBH(OAc)3). Run in C(Cl)Cl (DCM), C(C)(=O)O (acetic acid), O (H2O). The product is COC1=CC=C(CN2C(C=CC3=NC=C(C=C23)N2CC(C2)N2CCN(CC2)C(C)C)=O)C=C1 (1-(4-methoxybenzyl)-7-(3-(4-isopropylpiperazin-1-yl)azetidin-1-yl)-1,5-naphthyridin-2(1H)-one). Yield: 72.3%. As a reaction SMILES: [CH3:1][O:2][C:3]1[CH:25]=[CH:24][C:6]([CH2:7][N:8]2[C:17]3[C:12](=[N:13][CH:14]=[C:15]([N:18]4[CH2:21][C:20](=O)[CH2:19]4)[CH:16]=3)[CH:11]=[CH:10][C:9]2=[O:23])=[CH:5][CH:4]=1.[CH:26]([N:29]1[CH2:34][CH2:33][NH:32][CH2:31][CH2:30]1)([CH3:28])[CH3:27].[BH-](OC(C)=O)(OC(C)=O)OC(C)=O.[Na+]>C(Cl)Cl.C(O)(=O)C.O>[CH3:1][O:2][C:3]1[CH:25]=[CH:24][C:6]([CH2:7][N:8]2[C:17]3[C:12](=[N:13][CH:14]=[C:15]([N:18]4[CH2:21][CH:20]([N:32]5[CH2:33][CH2:34][N:29]([CH:26]([CH3:28])[CH3:27])[CH2:30][CH2:31]5)[CH2:19]4)[CH:16]=3)[CH:11]=[CH:10][C:9]2=[O:23])=[CH:5][CH:4]=1 |f:2.3|. Procedure details: A mixture of 1-(4-methoxybenzyl)-7-(3-oxoazetidin-1-yl)-1,5-naphthyridin-2(1H)-one (C-7) (5.796 g, 17.3 mmol, 1.0 eq) and 1-isopropylpiperazine (4.432 g, 34.6 mmol, 2.0 eq) in DCM (150 mL) and acetic acid (0.5 mL) was heated at reflux temperature for 3 h, then NaBH(OAc)3 (7.33 g, 34.6 mmol, 2.0 eq) was added in portions and the resulting mixture was kept reflux overnight. The reactant mixture was cooled and diluted with H2O (300 mL) and extracted with DCM (4×100 mL). The combined organic layers ... Starting materials: C(CCl)Cl (EDC), ClC=1C=CC(=C(CN)C1)CN1CC(C1)O (5-chloro-2-[(3-hydroxyazetidin-1-yl)methyl]benzylamine), C(=O)(OC(C)(C)C)N1[C@H](C(=O)O)CCC1 (N-Boc-L-proline), C1=CC2=C(N=C1)N(N=N2)O (HOAT). The solvent is CN(C)C=O (DMF). The product is ClC=1C=CC(=C(CNC([C@H]2N(CCC2)C(=O)OC(C)(C)C)=O)C1)CN1CC(C1)O (N-{5-chloro-2-[(3-hydroxyazetidin-1-yl)methyl]benzyl}-1-(tert-butoxycarbonyl)-L-prolinamide). Isolated yield 9.4%. As a reaction SMILES: C(Cl)CCl.[Cl:5][C:6]1[CH:7]=[CH:8][C:9]([CH2:14][N:15]2[CH2:18][CH:17]([OH:19])[CH2:16]2)=[C:10]([CH:13]=1)[CH2:11][NH2:12].[C:20]([N:27]1[CH2:34][CH2:33][CH2:32][C@H:28]1[C:29](O)=[O:30])([O:22][C:23]([CH3:26])([CH3:25])[CH3:24])=[O:21].C1C=NC2N(O)N=NC=2C=1>CN(C=O)C>[Cl:5][C:6]1[CH:7]=[CH:8][C:9]([CH2:14][N:15]2[CH2:16][CH:17]([OH:19])[CH2:18]2)=[C:10]([CH:13]=1)[CH2:11][NH:12][C:29](=[O:30])[C@@H:28]1[CH2:32][CH2:33][CH2:34][N:27]1[C:20]([O:22][C:23]([CH3:25])([CH3:24])[CH3:26])=[O:21]. Reported procedure: EDC (1.51 g, 7.87 mmol) was added to a stirred mixture of 5-chloro-2-[(3-hydroxyazetidin-1-yl)methyl]benzylamine (1.19 g, 5.25 mmol), N-Boc-L-proline (1.13 g, 5.25 mmol) and HOAT (0.36 g, 2.62 mmol) in DMF (9 mL). After 16 h the mixture was concentrated and the residue was partitioned between EtOAc and 10% NaHCO3. The organic layer was washed with water and brine, dried (Na2SO4)and evaporated. The residue was partitioned between EtOAc and 1M citric acid. The aqueous layer was made neutral with N... Starting materials: BrCCCCCBr, Cl, [H-], [Na+], CN(C)C=O, N#CCc1ccncc1. Yields the product N#CC1(c2ccncc2)CCCCC1. As a reaction SMILES: [Br:13][CH2:14][CH2:15][CH2:16][CH2:17][CH2:18][Br:19].[ClH:1].[H-:11].[Na+:12].[O:20]=[CH:21][N:22]([CH3:23])[CH3:24].[n:2]1[cH:3][cH:4][c:5]([CH2:8][C:9]#[N:10])[cH:6][cH:7]1>>[n:2]1[cH:3][cH:4][c:5]([C:8]2([C:9]#[N:10])[CH2:14][CH2:15][CH2:16][CH2:17][CH2:18]2)[cH:6][cH:7]1.